Dataset: the Open Reaction Database (ORD), a public repository of structured organic reaction records. Task: describe an organic reaction: reactants, conditions, products, and yield Starting materials: C(C)(C)(C)OC(NC1=C(C=C(C=C1)C1=CSC=C1)NC(CC(=O)C1=CC(=CC=C1)C#N)=O)=O ({2-[3-(3-cyano-phenyl)-3-oxo-propionylamino]-4-thiophen-3-yl-phenyl}-carbamic acid tert.-butyl ester), C(=O)(C(F)(F)F)O (TFA). The solvent is C(Cl)Cl (CH2Cl2). Product: O=C1NC2=C(N=C(C1)C=1C=C(C#N)C=CC1)C=CC(=C2)C2=CSC=C2 (3-(4-Oxo-7-thiophen-3-yl-4,5-dihydro-3H-benzo[b][1,4]diazepin-2-yl)-benzonitrile). As a reaction SMILES: C(OC(=O)[NH:7][C:8]1[CH:13]=[CH:12][C:11]([C:14]2[CH:18]=[CH:17][S:16][CH:15]=2)=[CH:10][C:9]=1[NH:19][C:20](=[O:32])[CH2:21][C:22]([C:24]1[CH:29]=[CH:28][CH:27]=[C:26]([C:30]#[N:31])[CH:25]=1)=O)(C)(C)C.C(O)(C(F)(F)F)=O>C(Cl)Cl>[O:32]=[C:20]1[CH2:21][C:22]([C:24]2[CH:25]=[C:26]([CH:27]=[CH:28][CH:29]=2)[C:30]#[N:31])=[N:7][C:8]2[CH:13]=[CH:12][C:11]([C:14]3[CH:18]=[CH:17][S:16][CH:15]=3)=[CH:10][C:9]=2[NH:19]1. Procedure: Prepared from {2-[3-(3-cyano-phenyl)-3-oxo-propionylamino]-4-thiophen-3-yl-phenyl}-carbamic acid tert.-butyl ester (Example K4) by treatment with TFA in CH2Cl2 according to the general procedure M. Obtained as a beige solid (54 mg). Starting materials: CCCCc1nc(-c2ccc(C(F)(F)F)cc2)sc1COc1ccc(C#N)c(SC)c1, ClCCl, O=C(OO)c1cccc(Cl)c1. Product: CCCCc1nc(-c2ccc(C(F)(F)F)cc2)sc1COc1ccc(C#N)c(S(C)=O)c1. Reaction SMILES: [CH2:1]([CH2:2][CH2:3][CH3:4])[c:5]1[n:6][c:7](-[c:22]2[cH:23][cH:24][c:25]([C:28]([F:29])([F:30])[F:31])[cH:26][cH:27]2)[s:8][c:9]1[CH2:10][O:11][c:12]1[cH:13][c:14]([S:20][CH3:21])[c:15]([C:16]#[N:17])[cH:18][cH:19]1.[Cl:43][CH2:44][Cl:45].[OH:32][O:33][C:34]([c:35]1[cH:36][c:37]([Cl:38])[cH:39][cH:40][cH:41]1)=[O:42]>>[CH2:1]([CH2:2][CH2:3][CH3:4])[c:5]1[n:6][c:7](-[c:22]2[cH:23][cH:24][c:25]([C:28]([F:29])([F:30])[F:31])[cH:26][cH:27]2)[s:8][c:9]1[CH2:10][O:11][c:12]1[cH:13][c:14]([S:20]([CH3:21])=[O:32])[c:15]([C:16]#[N:17])[cH:18][cH:19]1. Reactants: CSC1=NN2C(C=N1)=CC=C2C2=CC=CC=C2 (2-Methylsulfanyl-7-phenyl-pyrrolo[2,1-f][1,2,4]triazine), O1CCCC1 (Tetrahydrofuran), CO (Methanol), BrN1C(CCC1=O)=O (N-Bromosuccinimide). Reaction conditions: time 8 hour. The product is BrC=1C=C(N2N=C(N=CC21)SC)C2=CC=CC=C2 (5-Bromo-2-methylsulfanyl-7-phenyl-pyrrolo[2,1-f][1,2,4]triazine). Yield: 87.0%. RXN SMILES: [CH3:1][S:2][C:3]1[N:8]=[CH:7][C:6]2=[CH:9][CH:10]=[C:11]([C:12]3[CH:17]=[CH:16][CH:15]=[CH:14][CH:13]=3)[N:5]2[N:4]=1.O1CCCC1.CO.[Br:25]N1C(=O)CCC1=O>>[Br:25][C:9]1[CH:10]=[C:11]([C:12]2[CH:13]=[CH:14][CH:15]=[CH:16][CH:17]=2)[N:5]2[C:6]=1[CH:7]=[N:8][C:3]([S:2][CH3:1])=[N:4]2. Procedure details: Into a 30 mL vial, 2-Methylsulfanyl-7-phenyl-pyrrolo[2,1-f][1,2,4]triazine (0.295 g, 0.00122 mol), Tetrahydrofuran (10 mL, 0.1 mol) and Methanol (5 mL, 0.1 mol) were added. N-Bromosuccinimide (0.239 g, 0.00134 mol) was added over 10 minutes. The reaction was stirred at room temperature overnight. The solvent was removed under vacuum. The solid was partitioned with water, filtered and washed with water to give a yellow solid. The solid was dried under vacuum over night to give 5-Bromo-2-methylsul... Reactants: OC=1C=C(C=CC1)C1CNC2=CC=CC=C12 ((+)-3-(3-hydroxyphenyl)indoline), C([O-])(O)=O.[Na+] (sodium bicarbonate), Cl (hydrochloride), N1=CNC2=C1CCC(C2)C(=O)O (4,5,6,7-tetrahydrobenzimidazole-5-carboxylic acid), S(=O)(Cl)Cl (thionyl chloride). Run in O1CCCC1 (tetrahydrofuran), CN(C=O)C (dimethyl formamide). Run at time 12 hour. Product: OC=1C=C(C=CC1)C1CN(C2=CC=CC=C12)C(=O)C1CC2=C(N=CN2)CC1 (5-[{3-(3-hydroxyphenyl)indolin-1-ylcarbonyl}]-4,5,6,7-tetrahydrobenzimidazole). Isolated yield 56.8%. Reaction SMILES: Cl.[N:2]1[C:6]2[CH2:7][CH2:8][CH:9]([C:11]([OH:13])=O)[CH2:10][C:5]=2[NH:4][CH:3]=1.S(Cl)(Cl)=O.[OH:18][C:19]1[CH:20]=[C:21]([CH:25]2[C:33]3[C:28](=[CH:29][CH:30]=[CH:31][CH:32]=3)[NH:27][CH2:26]2)[CH:22]=[CH:23][CH:24]=1.C(=O)(O)[O-].[Na+]>O1CCCC1.CN(C)C=O>[OH:18][C:19]1[CH:20]=[C:21]([CH:25]2[C:33]3[C:28](=[CH:29][CH:30]=[CH:31][CH:32]=3)[N:27]([C:11]([CH:9]3[CH2:8][CH2:7][C:6]4[N:2]=[CH:3][NH:4][C:5]=4[CH2:10]3)=[O:13])[CH2:26]2)[CH:22]=[CH:23][CH:24]=1 |f:4.5|. Procedure details: A mixture of 1.99 g of hydrochloride (racemic form) of 4,5,6,7-tetrahydrobenzimidazole-5-carboxylic acid, 0.15 ml of dimethyl formamide and 20 ml of thionyl chloride was refluxed for three hours. The resultant reaction solution was distilled to dryness under a reduced pressure. The residue consequently formed was added to a solution of 2.07 g of (+)-3-(3-hydroxyphenyl)indoline in 75 ml of tetrahydrofuran. This reaction solution was stirred at room temperature for 12 hours, then weakly alkalinize...